Dataset: the Open Reaction Database (ORD), a public repository of structured organic reaction records. Task: describe an organic reaction: reactants, conditions, products, and yield Starting materials: N(=O)[O-].[Na+] (sodium nitrite), [H-].[Al+3].[Li+].[H-].[H-].[H-] (lithium aluminum hydride), ClC=1C=CC2=C(NCCN(CC2)C)C1 (9-chloro-4-methyl-1,2,3,4,5,6-hexahydro-benzo[e][1,4]diazocine), C([O-])(O)=O.[Na+] (sodium bicarbonate). The solvent is O (water), C1CCOC1 (THF), Cl (hydrochloric acid). Run at time 1 hour. The product is ClC=1C=CC2=C(N(CCN(CC2)C)N)C1 (9-Chloro-4-methyl-3,4,5,6-tetrahydro-2H-benzo[e][1,4]diazocin-1-ylamine). Isolated yield 94.4%. Reaction SMILES: [Cl:1][C:2]1[CH:3]=[CH:4][C:5]2[CH2:12][CH2:11][N:10]([CH3:13])[CH2:9][CH2:8][NH:7][C:6]=2[CH:14]=1.[N:15]([O-])=O.[Na+].C(=O)(O)[O-].[Na+].[H-].[Al+3].[Li+].[H-].[H-].[H-]>Cl.O.C1COCC1>[Cl:1][C:2]1[CH:3]=[CH:4][C:5]2[CH2:12][CH2:11][N:10]([CH3:13])[CH2:9][CH2:8][N:7]([NH2:15])[C:6]=2[CH:14]=1 |f:1.2,3.4,5.6.7.8.9.10|. Procedure: To a solution of 9-chloro-4-methyl-1,2,3,4,5,6-hexahydro-benzo[e][1,4]diazocine (6.0 g, 0.023 mole approximately) in hydrochloric acid (1 N, 200 mL) cooled to 0° C. was added sodium nitrite (4.0 g, 0.058 mole) in water (20 mL). The mixture was stirred for 1 hour and treated with sodium bicarbonate, extracted with ethyl acetate (3×100 mL). The combined organic layers were washed with saturated sodium chloride (200 mL), dried and concentrated to a light brown oil. The oil was redissolved in THF (5...